Dataset: the Open Reaction Database (ORD), a public repository of structured organic reaction records. Task: describe an organic reaction: reactants, conditions, products, and yield Reactants: C(CCCCCC)C#N (heptyl cyanide), CNCCN (N-methylethylenediamine), C(=S)=S (carbon disulfide). The solvent is C(C)(=O)OCC (ethyl acetate). Conditions: temperature 125 celsius. Yields the product CN1C(=NCC1)CCCCCCC (1-Methyl-2-heptyl-2-imidazoline). Isolated yield 95.4%. As a reaction SMILES: [CH2:1]([C:8]#N)[CH2:2][CH2:3][CH2:4][CH2:5][CH2:6][CH3:7].[CH3:10][NH:11][CH2:12][CH2:13][NH2:14].C(=S)=S>C(OCC)(=O)C>[CH3:10][N:11]1[CH2:12][CH2:13][N:14]=[C:8]1[CH2:1][CH2:2][CH2:3][CH2:4][CH2:5][CH2:6][CH3:7]. Procedure details: 14.207 g (113.46 mmoles) of heptyl cyanide, 10.726 g (144.69 mmoles) of N-methylethylenediamine and 0.5 ml of carbon disulfide were mixed and heated at 125° C. for 24 hours. The solution was cooled, diluted with ethyl acetate and extracted with dilute hydrochloric acid. The acidic solution was basified with sodium hydroxide and extracted with ethyl acetate. The organic extracts were treated with charcoal, filtered, concentrated and Kugelrohr distilled at 105° C./1.2 mm to give 19.73 g (77.3%) of...